Dataset: the Open Reaction Database (ORD), a public repository of structured organic reaction records. Task: describe an organic reaction: reactants, conditions, products, and yield Starting materials: CNc1nnc(-c2ccncc2)n1C, ClCc1noc(-c2cccc(Cl)c2)n1, [H-], [Na+], CN(C)C=O. Yields the product CN(Cc1noc(-c2cccc(Cl)c2)n1)c1nnc(-c2ccncc2)n1C. RXN SMILES: [CH3:3][NH:4][c:5]1[n:6][n:7][c:8](-[c:11]2[cH:12][cH:13][n:14][cH:15][cH:16]2)[n:9]1[CH3:10].[Cl:17][CH2:18][c:19]1[n:20][o:21][c:22](-[c:24]2[cH:25][c:26]([Cl:30])[cH:27][cH:28][cH:29]2)[n:23]1.[H-:2].[Na+:1].[O:31]=[CH:32][N:33]([CH3:34])[CH3:35]>>[CH3:3][N:4]([c:5]1[n:6][n:7][c:8](-[c:11]2[cH:12][cH:13][n:14][cH:15][cH:16]2)[n:9]1[CH3:10])[CH2:18][c:19]1[n:20][o:21][c:22](-[c:24]2[cH:25][c:26]([Cl:30])[cH:27][cH:28][cH:29]2)[n:23]1. The reactants are C(C)(C)(C)OC(=O)NC(C)(C)C1=CC=C(C=C1)C1=NC(=NC=C1C#N)NC1=CC=C(C=C1)CCN1CCCCC1 (4-[4-(1-tert-butoxycarbonylamino-1-methylethyl)phenyl]-5-cyano-N-[4-(2-piperidin-1-ylethyl)phenyl]pyrimidine-2-amine), C(Cl)Cl.FC(F)(F)C(=O)O (CH2Cl2-TFA). The product is NC(C)(C)C1=CC=C(C=C1)C1=NC(=NC=C1C#N)NC1=CC=C(C=C1)CCN1CCCCC1 (4-[4-(1-Amino-1-methylethyl)phenyl]-5-cyano-N-{4-[2-piperidin-1-ylethyl]phenyl}pyrimidine-2-amine). Yield: 77.5%. RXN SMILES: C(OC([NH:8][C:9]([C:12]1[CH:17]=[CH:16][C:15]([C:18]2[C:23]([C:24]#[N:25])=[CH:22][N:21]=[C:20]([NH:26][C:27]3[CH:32]=[CH:31][C:30]([CH2:33][CH2:34][N:35]4[CH2:40][CH2:39][CH2:38][CH2:37][CH2:36]4)=[CH:29][CH:28]=3)[N:19]=2)=[CH:14][CH:13]=1)([CH3:11])[CH3:10])=O)(C)(C)C.C(Cl)Cl.FC(C(O)=O)(F)F>>[NH2:8][C:9]([C:12]1[CH:13]=[CH:14][C:15]([C:18]2[C:23]([C:24]#[N:25])=[CH:22][N:21]=[C:20]([NH:26][C:27]3[CH:28]=[CH:29][C:30]([CH2:33][CH2:34][N:35]4[CH2:36][CH2:37][CH2:38][CH2:39][CH2:40]4)=[CH:31][CH:32]=3)[N:19]=2)=[CH:16][CH:17]=1)([CH3:11])[CH3:10] |f:1.2|. Reported procedure: 4-[4-(1-tert-butoxycarbonylamino-1-methylethyl)phenyl]-5-cyano-N-[4-(2-piperidin-1-ylethyl)phenyl]pyrimidine-2-amine (380 mg) was stirred in 50% v/v CH2Cl2-TFA (5 mL) at room temperature for 30 min. The solvent was removed under reduced pressure and the resulting residue was redissolved in CH2Cl2, washed with saturated aqueous NaHCO3, dried (MgSO4) and evaporated to give the title compound (240 mg) as a yellow solid, m.p. 150°. δH (CDCl3) 8.70 (1H, s), 8.01 (2H, d, J 8.0 Hz), 7.73 (2H, d, J 8.0 ... The reactants are ClC1=CC=CC(=N1)C(C)O (1-(6-chloro-2-pyridyl)ethanol). Reagents/catalysts: [O-2].[O-2].[Mn+4] (manganese dioxide). Run in C(Cl)(Cl)Cl (chloroform). The product is C(C)(=O)C1=NC(=CC=C1)Cl (2-acetyl-6-chloropyridine). The yield is 87.5%. Reaction SMILES: [Cl:1][C:2]1[N:7]=[C:6]([CH:8]([OH:10])[CH3:9])[CH:5]=[CH:4][CH:3]=1>C(Cl)(Cl)Cl.[O-2].[O-2].[Mn+4]>[C:8]([C:6]1[CH:5]=[CH:4][CH:3]=[C:2]([Cl:1])[N:7]=1)(=[O:10])[CH3:9] |f:2.3.4|. Procedure: A mixture of 1-(6-chloro-2-pyridyl)ethanol (2.13 g) and manganese dioxide (8.4 g) in chloroform (21 ml) was refluxed for 8 hours. After cooling, the mixture was filtered through celite pad and the filtrate was evaporated in vacuo. The residue was purified by distillation under reduced pressure to give 2-acetyl-6-chloropyridine (1.84 g).